Dataset: the Open Reaction Database (ORD), a public repository of structured organic reaction records. Task: describe an organic reaction: reactants, conditions, products, and yield The reactants are [Li]CCCC, CCCCCC, COC(OC)c1ccncc1, [Cl-], Fc1ccc(CCl)cc1, [NH4+], C1CCOC1. Yields the product COC(Cc1ccc(F)cc1)(OC)c1ccncc1. RXN SMILES: [CH2:1]([Li:2])[CH2:3][CH2:4][CH3:5].[CH3:28][CH2:29][CH2:30][CH2:31][CH2:32][CH3:33].[CH3:6][O:7][CH:8]([c:9]1[cH:10][cH:11][n:12][cH:13][cH:14]1)[O:15][CH3:16].[Cl-:26].[F:17][c:18]1[cH:19][cH:20][c:21]([CH2:22][Cl:23])[cH:24][cH:25]1.[NH4+:27].[O:34]1[CH2:35][CH2:36][CH2:37][CH2:38]1>>[CH3:6][O:7][C:8]([c:9]1[cH:10][cH:11][n:12][cH:13][cH:14]1)([O:15][CH3:16])[CH2:22][c:21]1[cH:20][cH:19][c:18]([F:17])[cH:25][cH:24]1.